Task: describe an organic reaction: reactants, conditions, products, and yield. Dataset: the Open Reaction Database (ORD), a public repository of structured organic reaction records Starting materials: C(C)OC(C[C@H](CCC)NC1=NC(=CC=C1N)C)=O ((S)-3-(3-amino-6-methyl-pyridin-2-ylamino)-hexanoic acid ethyl ester), N,N′-carbonyldiimidazole, C1CCOC1 (THF). Run at time 5 hour. Yields the product C(C)OC(C[C@H](CCC)N1C(NC=2C1=NC(=CC2)C)=O)=O ((S)-3-(5-Methyl-2-oxo-1,2-dihydro-imidazo[4,5-b]pyridin-3-yl)-hexanoic acid ethyl ester). Isolated yield 64.0%. Reaction SMILES: [CH2:1]([O:3][C:4](=[O:19])[CH2:5][C@@H:6]([NH:10][C:11]1[C:16]([NH2:17])=[CH:15][CH:14]=[C:13]([CH3:18])[N:12]=1)[CH2:7][CH2:8][CH3:9])[CH3:2].C1C[O:23][CH2:22]C1>>[CH2:1]([O:3][C:4](=[O:19])[CH2:5][C@@H:6]([N:10]1[C:11]2=[N:12][C:13]([CH3:18])=[CH:14][CH:15]=[C:16]2[NH:17][C:22]1=[O:23])[CH2:7][CH2:8][CH3:9])[CH3:2]. Procedure details: To a solution of (S)-3-(3-amino-6-methyl-pyridin-2-ylamino)-hexanoic acid ethyl ester (350 mg, 1.32 mmol) in THF (10 mL) was added N,N′-carbonyldiimidazole (CDI) (321 mg, 2.0 mmol). The reaction mixture was stirred at room temperature for 5 hours. The reaction mixture was concentrated. The resulting residue was purified by silica gel preparative TLC using 95:5 CH2Cl2:MeOH as an eluent to afford 247 mg (64%) of the title compound as a light brown oily residue. LCMS, M++1, m/z: 292.59. Starting materials: CCO, CCOC(C)=O, C=COCCONC(=O)c1cc2c(C)noc2c(F)c1Nc1ccc(Br)cc1Cl, Cl, [Na+], [OH-]. Yields the product Cc1noc2c(F)c(Nc3ccc(Br)cc3Cl)c(C(=O)NOCCO)cc12. RXN SMILES: [CH3:33][CH2:34][OH:35].[CH3:36][CH2:37][O:38][C:39]([CH3:40])=[O:41].[CH:1](=[CH2:2])[O:3][CH2:4][CH2:5][O:6][NH:7][C:8](=[O:9])[c:10]1[c:11]([NH:21][c:22]2[c:23]([Cl:29])[cH:24][c:25]([Br:28])[cH:26][cH:27]2)[c:12]([F:20])[c:13]2[c:14]([c:15]([CH3:18])[n:16][o:17]2)[cH:19]1.[ClH:30].[Na+:32].[OH-:31]>>[OH:3][CH2:4][CH2:5][O:6][NH:7][C:8](=[O:9])[c:10]1[c:11]([NH:21][c:22]2[c:23]([Cl:29])[cH:24][c:25]([Br:28])[cH:26][cH:27]2)[c:12]([F:20])[c:13]2[c:14]([c:15]([CH3:18])[n:16][o:17]2)[cH:19]1.